Dataset: the Open Reaction Database (ORD), a public repository of structured organic reaction records. Task: describe an organic reaction: reactants, conditions, products, and yield Starting materials: COC(=O)NC=1N=C2N(C=C(C=C2)SC2=CC=CC=C2)C1 (2-(methoxycarbonylamino)-6-(phenylthio) imidazo [1,2-a] pyridine), C(C)(=O)OC(C)=O (acetic anhydride). The product is C(C)(=O)C1=C(N=C2N1C=C(C=C2)SC2=CC=CC=C2)NC(=O)OC (3-acetyl-2-(methoxycarbonylamino)-6-(phenylthio) imidazo [1,2-a] pyridine). Reaction SMILES: [CH3:1][O:2][C:3]([NH:5][C:6]1[N:7]=[C:8]2[CH:13]=[CH:12][C:11]([S:14][C:15]3[CH:20]=[CH:19][CH:18]=[CH:17][CH:16]=3)=[CH:10][N:9]2[CH:21]=1)=[O:4].[C:22](OC(=O)C)(=[O:24])[CH3:23]>>[C:22]([C:21]1[N:9]2[CH:10]=[C:11]([S:14][C:15]3[CH:16]=[CH:17][CH:18]=[CH:19][CH:20]=3)[CH:12]=[CH:13][C:8]2=[N:7][C:6]=1[NH:5][C:3]([O:2][CH3:1])=[O:4])(=[O:24])[CH3:23]. Reported procedure: A suspension of 2-(methoxycarbonylamino)-6-(phenylthio) imidazo [1,2-a] pyridine (500 mg.) in 10 ml. of acetic anhydride is treated as in Example 7 to yield 3-acetyl-2-(methoxycarbonylamino)-6-(phenylthio) imidazo [1,2-a] pyridine. The reactants are C(CC)C=1N(C2=C(C=NC=3C=CC=CC23)N1)CCC(=O)OCC (ethyl 3-(2-propyl-1H-imidazo[4,5-c]quinolin-1-yl)propionate), C1=CC(=CC(=C1)Cl)C(=O)OO (m-CPBA). Yields the product [O-][N+]1=CC2=C(C=3C=CC=CC13)N(C(=N2)CCC)CCC(=O)OCC (ethyl 3-(5-oxido-2-propyl-1H-imidazo[4,5-c]quinolin-1-yl)propionate). RXN SMILES: [CH2:1]([C:4]1[N:5]([CH2:17][CH2:18][C:19]([O:21][CH2:22][CH3:23])=[O:20])[C:6]2[C:15]3[CH:14]=[CH:13][CH:12]=[CH:11][C:10]=3[N:9]=[CH:8][C:7]=2[N:16]=1)[CH2:2][CH3:3].C1C=C(Cl)C=C(C(OO)=[O:32])C=1>>[O-:32][N+:9]1[C:10]2[CH:11]=[CH:12][CH:13]=[CH:14][C:15]=2[C:6]2[N:5]([CH2:17][CH2:18][C:19]([O:21][CH2:22][CH3:23])=[O:20])[C:4]([CH2:1][CH2:2][CH3:3])=[N:16][C:7]=2[CH:8]=1. Procedure details: The general method described in Steps 9 and 10 of Example 1 was used to aminate ethyl 3-(2-propyl-1H-imidazo[4,5-c]quinolin-1-yl)propionate (3.30 g, 10.6 mmol) by reaction with m-CPBA (4.63 g) to provide ethyl 3-(5-oxido-2-propyl-1H-imidazo[4,5-c]quinolin-1-yl)propionate followed by reaction with p-toluenesulfonyl chloride (3.53 g, 18.6 mmol) and ammonium hydroxide solution (50 mL) to provide ethyl 3-(4-amino-2-propyl-1H-imidazo[4,5-c]quinolin-1-yl)propionate as an off-white solid after recrysta...